Dataset: the Open Reaction Database (ORD), a public repository of structured organic reaction records. Task: describe an organic reaction: reactants, conditions, products, and yield Starting materials: c4ccc(B3OB(c1ccccc1)OB(c2ccccc2)O3)cc4 (effective_coupling_partner), O=C(Oc2ccc1ccccc1c2)c3c(Cl)cccc3Cl (substrate). The reagents and catalysts are PCy3. Reaction conditions: temperature 110 celsius, time 12 hour. Yields the product c3ccc(c2ccc1ccccc1c2)cc3. Reactants: NC1=NC=C(C=N1)C1=C(C=C(C=C1)C=1C(=CC=CC1)S)F (4′-(2-aminopyrimidin-5-yl)-3′-fluoro-[1,1′-biphenyl]-2-thiol), ClC1=NC=CN=C1 (2-chloropyrazine). Product: Cl.FC=1C=C(C=CC1C=1C=NC(=NC1)N)C1=C(C=CC=C1)SC1=NC=CN=C1 (5-[3-Fluoro-2′-(pyrazin-2-ylsulfanyl)biphenyl-4-yl]pyrimidin-2-amine hydrochloride). Reaction SMILES: [NH2:1][C:2]1[N:7]=[CH:6][C:5]([C:8]2[CH:13]=[CH:12][C:11]([C:14]3[C:15]([SH:20])=[CH:16][CH:17]=[CH:18][CH:19]=3)=[CH:10][C:9]=2[F:21])=[CH:4][N:3]=1.[Cl:22][C:23]1[CH:28]=[N:27][CH:26]=[CH:25][N:24]=1>>[ClH:22].[F:21][C:9]1[CH:10]=[C:11]([C:14]2[CH:19]=[CH:18][CH:17]=[CH:16][C:15]=2[S:20][C:23]2[CH:28]=[N:27][CH:26]=[CH:25][N:24]=2)[CH:12]=[CH:13][C:8]=1[C:5]1[CH:6]=[N:7][C:2]([NH2:1])=[N:3][CH:4]=1 |f:2.3|. Procedure details: The title compound was prepared using analogous conditions to those described in Example 213 utilizing 4′-(2-aminopyrimidin-5-yl)-3′-fluoro-[1,1′-biphenyl]-2-thiol and 2-chloropyrazine. MS (ESI): mass calcd. for C20H14FN5S, 375.10; m/z found, 375.9 [M+H]+. 1H NMR (400 MHz, DMSO-d6) δ 8.70-8.57 (m, 2H), 8.41 (dd, J=2.5, 1.6, 1H), 8.35 (d, J=2.6, 1H), 8.27 (d, J=1.5, 1H), 7.72 (dd, J=8.0, 1.2, 1H), 7.64-7.57 (m, 2H), 7.56-7.50 (m, 2H), 7.34 (d, J=11.8, 1H), 7.27 (d, J=8.0, 1H), 6.01 (s, 2H). Reactants: CO, O=C1C(=Cc2cccnc2)N2CCC1CC2. Yields the product O=C1C2CCN(CC2)C1Cc1cccnc1. Reaction SMILES: [CH3:17][OH:18].[n:1]1[cH:2][c:3]([CH:7]=[C:8]2[N:9]3[CH2:10][CH2:11][CH:12]([C:13]2=[O:14])[CH2:15][CH2:16]3)[cH:4][cH:5][cH:6]1>>[n:1]1[cH:2][c:3]([CH2:7][CH:8]2[N:9]3[CH2:10][CH2:11][CH:12]([C:13]2=[O:14])[CH2:15][CH2:16]3)[cH:4][cH:5][cH:6]1. Starting materials: CC(=O)[O-].[Na+] (NaOAc), COC(=O)C=1C=CC2=C(N(S(CC2=O)(=O)=O)C)C1 (1-methyl-2,2,4-trioxo-1,2,3,4-tetrahydro-2λ6-benzo[c][1,2]thiazine-7-carboxylic acid methyl ester), Cl.NO (hydroxylamine hydrochloride). Run in CCO (EtOH). Product: COC(=O)C=1C=CC2=C(N(S(CC2=NO)(=O)=O)C)C1 (4-hydroxyimino-1-methyl-2,2-dioxo-1,2,3,4-tetrahydro-2λ6-benzo[c][1,2]thiazine-7-carboxylic acid methyl ester). Reaction SMILES: CC([O-])=O.[Na+].[CH3:6][O:7][C:8]([C:10]1[CH:11]=[CH:12][C:13]2[C:18](=O)[CH2:17][S:16](=[O:21])(=[O:20])[N:15]([CH3:22])[C:14]=2[CH:23]=1)=[O:9].Cl.[NH2:25][OH:26]>CCO>[CH3:6][O:7][C:8]([C:10]1[CH:11]=[CH:12][C:13]2[C:18](=[N:25][OH:26])[CH2:17][S:16](=[O:21])(=[O:20])[N:15]([CH3:22])[C:14]=2[CH:23]=1)=[O:9] |f:0.1,3.4|. Reported procedure: NaOAc (3.66 g, 44.5 mmol) was added to an EtOH (100 mL) solution of 1-methyl-2,2,4-trioxo-1,2,3,4-tetrahydro-2λ6-benzo[c][1,2]thiazine-7-carboxylic acid methyl ester (4.00 g, 14.8 mmol) and hydroxylamine hydrochloride (1.55 g, 22.3 mmol). After heating at reflux for 4 days, it was evaporated, diluted with CH2Cl2 (400 mL), washed with H2O, dried over MgSO4, filtered, and concentrated in vacuo. Crystallization from MeOH provided the title compound. MS (−APCI, m/z): 283 (M−H)−.